From a dataset of the Open Reaction Database (ORD), a public repository of structured organic reaction records. describe an organic reaction: reactants, conditions, products, and yield Starting materials: CN(C)C=O, Cn1c2ccc(F)cc2c(=O)n2nc(C(N)=O)cc12, O=S(Cl)Cl. Yields the product Cn1c2ccc(F)cc2c(=O)n2nc(C#N)cc12. As a reaction SMILES: [CH3:24][N:25]([CH3:26])[CH:27]=[O:28].[F:1][c:2]1[cH:3][c:4]2[c:5](=[O:19])[n:6]3[c:7]([n:8]([CH3:12])[c:9]2[cH:10][cH:11]1)[cH:13][c:14]([C:16](=[O:17])[NH2:18])[n:15]3.[S:20]([Cl:21])([Cl:22])=[O:23]>>[F:1][c:2]1[cH:3][c:4]2[c:5](=[O:19])[n:6]3[c:7]([n:8]([CH3:12])[c:9]2[cH:10][cH:11]1)[cH:13][c:14]([C:16]#[N:18])[n:15]3. The reactants are C(C1=CC=CC=C1)(=O)Cl (benzoylchloride), CC1(C2=CC[C@H]3[C@@H]4CC[C@H]([C@H](C)CO[Si](C(C)C)(C(C)C)C(C)C)[C@]4(CC[C@@H]3[C@]2(CC[C@@H]1O)C)C)C ((20S)-4,4-dimethyl-20-[((triisopropylsilyl)oxy)methyl]-pregna-5-en-3β-ol). Run at time 2 hour. Product: C(C1=CC=CC=C1)(=O)O[C@@H]1C(C2=CC[C@H]3[C@@H]4CC[C@H]([C@H](C)CO[Si](C(C)C)(C(C)C)C(C)C)[C@]4(CC[C@@H]3[C@]2(CC1)C)C)(C)C ((20S)-4,4-dimethyl-20-[((triisopropylsilyl)oxy)methyl]-pregna-5-en-3β-ol benzoate). Reaction SMILES: [C:1](Cl)(=[O:8])[C:2]1[CH:7]=[CH:6][CH:5]=[CH:4][CH:3]=1.[CH3:10][C:11]1([CH3:45])[C@@H:41]([OH:42])[CH2:40][CH2:39][C@@:38]2([CH3:43])[C:12]1=[CH:13][CH2:14][C@@H:15]1[C@@H:37]2[CH2:36][CH2:35][C@@:34]2([CH3:44])[C@H:16]1[CH2:17][CH2:18][C@@H:19]2[C@@H:20]([CH2:22][O:23][Si:24]([CH:31]([CH3:33])[CH3:32])([CH:28]([CH3:30])[CH3:29])[CH:25]([CH3:27])[CH3:26])[CH3:21]>>[C:1]([O:42][C@H:41]1[CH2:40][CH2:39][C@@:38]2([CH3:43])[C:12](=[CH:13][CH2:14][C@@H:15]3[C@@H:37]2[CH2:36][CH2:35][C@@:34]2([CH3:44])[C@H:16]3[CH2:17][CH2:18][C@@H:19]2[C@@H:20]([CH2:22][O:23][Si:24]([CH:25]([CH3:26])[CH3:27])([CH:31]([CH3:33])[CH3:32])[CH:28]([CH3:30])[CH3:29])[CH3:21])[C:11]1([CH3:10])[CH3:45])(=[O:8])[C:2]1[CH:7]=[CH:6][CH:5]=[CH:4][CH:3]=1. Procedure: 34.4 ml of benzoylchloride were added to a solution of 70 g crude (20S)-4,4-dimethyl-20-[((triisopropylsilyl)oxy)methyl]-pregna-5-en-3β-ol (Example 1c) (not purified by chromatography) in 670 mg pyridine at 0-3° C. The reaction mixture was stirred for 2 h at room temperature and poured into ice-water. The precipitate was filtered off, washed with water and recrystallized from acetone to give 42 g of (20S)-4,4-dimethyl-20-[((triisopropylsilyl)oxy)methyl]-pregna-5-en-3β-ol benzoate. The reactants are O (water), [N+](=O)([O-])C=1C=C2C(C(=O)OC2=O)=CC1 (4-nitro phthalic anhydride), NC1=C2C(CC2)=CC=C1 (4-aminobenzocyclobutene), C(C)(=O)O (acetic acid), C1(=CC=CC=C1)C (toluene). Run in C(Cl)Cl (CH2Cl2). Reaction conditions: time 17 hour. The product is C1=CC2=C1C=CC(=C2)N2C(C=1C(C2=O)=CC(=CC1)[N+](=O)[O-])=O (N-4-Benzocyclobutenyl 4-nitro phthalimide). As a reaction SMILES: [N+:1]([C:4]1[CH:5]=[C:6]2[C:11](=[O:12])[O:10][C:8](=O)[C:7]2=[CH:13][CH:14]=1)([O-:3])=[O:2].[NH2:15][C:16]1[CH:23]=[CH:22][CH:21]=[C:18]2CC[C:17]=12.C1(C)C=CC=CC=1.O.[C:32](O)(=O)[CH3:33]>C(Cl)Cl>[CH:22]1[C:21]2[CH:18]=[CH:17][C:16]([N:15]3[C:11](=[O:12])[C:6]4=[CH:5][C:4]([N+:1]([O-:3])=[O:2])=[CH:14][CH:13]=[C:7]4[C:8]3=[O:10])=[CH:33][C:32]=2[CH:23]=1. Procedure: A mixture of 4-nitro phthalic anhydride (3.57 g, 18.5 mmol) and freshly prepared 4-aminobenzocyclobutene 2.20 g (18.5 mmol) was heated to reflux in acetic acid (100 ml) and toluene (100 ml) under nitrogen. The water of condensation was removed continuously and azeotropically using a Dean-Stark trap. After about 17 hrs, the dark but homogeneous reaction mixture was allowed to cool to room temperature and poured into 600 ml water. The mixture was then extracted with ethyl acetate (100 ml, then 4 ×... The reactants are C(=O)(O)CCC1=C(NC(=C1C)C=O)C (3-(2-Carboxyethyl)-2,4-dimethyl-5-formylpyrrole), CC1=C2CC(NC2=CC=C1)=O (4-methyl-2-oxindole), N1CCCCC1 (piperidine). Run in C(C)O (ethanol). The product is CC=1NC(=C(C1CCC(=O)O)C)C=C1C(NC2=CC=CC(=C12)C)=O (3-[2,4-Dimethyl-5-(4-methyl-2-oxo-1,2-dihydroindol-3-ylidene- methyl)-1H-pyrrol-3-yl]-propionic acid). Yield: 37.0%. As a reaction SMILES: [C:1]([CH2:4][CH2:5][C:6]1[C:10]([CH3:11])=[C:9]([CH:12]=O)[NH:8][C:7]=1[CH3:14])([OH:3])=[O:2].[CH3:15][C:16]1[CH:24]=[CH:23][CH:22]=[C:21]2[C:17]=1[CH2:18][C:19](=[O:25])[NH:20]2.N1CCCCC1>C(O)C>[CH3:14][C:7]1[NH:8][C:9]([CH:12]=[C:18]2[C:17]3[C:21](=[CH:22][CH:23]=[CH:24][C:16]=3[CH3:15])[NH:20][C:19]2=[O:25])=[C:10]([CH3:11])[C:6]=1[CH2:5][CH2:4][C:1]([OH:3])=[O:2]. Procedure details: 3-(2-Carboxyethyl)-2,4-dimethyl-5-formylpyrrole (97.5 mg), 74 mg 4-methyl-2-oxindole, and 75 μL piperidine in 3 mL of ethanol were heated at 95° C. for 5 hours. The reaction mixture was cooled and concentrated. The residue was suspended in 6 N of aqueous hydrochloric acid. The precipitate was filtered, washed with water to pH 6 and dried in a vacuum oven overnight to give 60 mg (37%) of the title compound as a green solid. Reaction SMILES: [C:1]([C:3]1[CH:8]=[CH:7][C:6]([C:9]2[CH:10]=[N:11][N:12]([C:15]3[CH:23]=[CH:22][C:18]([C:19](O)=[O:20])=[CH:17][N:16]=3)[C:13]=2[OH:14])=[C:5]([CH3:24])[CH:4]=1)#[N:2].Cl.Cl.[N:27]1([C@H:32]2[CH2:37][CH2:36][CH2:35][NH:34][CH2:33]2)[CH2:31][CH2:30][CH2:29][CH2:28]1>>[OH:14][C:13]1[N:12]([C:15]2[CH:23]=[CH:22][C:18]([C:19]([N:34]3[CH2:35][CH2:36][CH2:37][C@H:32]([N:27]4[CH2:28][CH2:29][CH2:30][CH2:31]4)[CH2:33]3)=[O:20])=[CH:17][N:16]=2)[N:11]=[CH:10][C:9]=1[C:6]1[CH:7]=[CH:8][C:3]([C:1]#[N:2])=[CH:4][C:5]=1[CH3:24] |f:1.2.3|. Procedure details: The title compound was prepared in a manner similar to Example 112 using 6-(4-(4-cyano-2-methylphenyl)-5-hydroxy-1H-pyrazol-1-yl)nicotinic acid and (S)-3-(pyrrolidin-1-yl)piperidine dihydrochloride. 1H NMR (500 MHz, DMSO-d6) δ ppm 1.42-1.55 (m, 1H) 1.61 (d, J=9.76 Hz, 1H) 1.77 (br. s., 5H) 2.06 (d, J=8.79 Hz, 1H) 2.42 (s, 3H) 2.77 (br. s., 2H) 2.87-3.09 (m, 2H) 3.12-3.24 (m, 2H) 3.33 (br. s., 1H) 3.47-3.92 (m, 1H) 3.93-4.48 (m, 1H) 7.53 (dd, J=8.30, 1.95 Hz, 1H) 7.58 (s, 1H) 7.90-7.95 (m, 2H) 8.... The reactants are C(#N)C1=CC(=C(C=C1)C=1C=NN(C1O)C1=NC=C(C(=O)O)C=C1)C (6-(4-(4-cyano-2-methylphenyl)-5-hydroxy-1H-pyrazol-1-yl)nicotinic acid), Cl.Cl.N1(CCCC1)[C@@H]1CNCCC1 ((S)-3-(pyrrolidin-1-yl)piperidine dihydrochloride). Yields the product OC1=C(C=NN1C1=NC=C(C=C1)C(=O)N1C[C@H](CCC1)N1CCCC1)C1=C(C=C(C#N)C=C1)C ((S)-4-(5-hydroxy-1-(5-(3-(pyrrolidin-1-yl)piperidine-1-carbonyl)pyridin-2-yl)-1H-pyrazol-4-yl)-3-methylbenzonitrile). Starting materials: [Li+].C[Si](C)(C)[N-][Si](C)(C)C (LHMDS), C1(=CC=C(C=C1)C[C@@H]1CCC(N1CC1=CC=C(C=C1)OC)=O)C1=CC=CC=C1 ((S)-5-biphenyl-4-ylmethyl-1-(4-methoxy-benzyl)-pyrrolidin-2-one), O1CCCC1 (tetrahydrofuran), C(C(C)C)(=O)Cl (Isobutyryl chloride), C=O (Formaldehyde), C(=O)([O-])[O-].[K+].[K+] (K2CO3). Run in [Cl-].[Na+].O (brine), [Cl-].[NH4+] (ammonium chloride). Reaction conditions: temperature -10 celsius, time 30 minute. Product: C1(=CC=C(C=C1)C[C@@H]1CC(C(N1\C=C\C1=CC=CC=C1)=O)=C)C1=CC=CC=C1 ((R)-5-biphenyl-4-ylmethyl-3-methylene-1-((E)-styryl)-pyrrolidin-2-one). Reaction SMILES: [Li+].C[Si]([N-][Si](C)(C)C)(C)C.[C:11]1([C:33]2[CH:38]=[CH:37][CH:36]=[CH:35][CH:34]=2)[CH:16]=[CH:15][C:14]([CH2:17][C@H:18]2[N:22]([CH2:23]C3C=CC(OC)=CC=3)[C:21](=O)[CH2:20][CH2:19]2)=[CH:13][CH:12]=1.[C:39](Cl)(=O)[CH:40]([CH3:42])[CH3:41].C=O.[C:47]([O-:50])([O-])=O.[K+].[K+].O1C[CH2:56][CH2:55][CH2:54]1>[Cl-].[NH4+].[Cl-].[Na+].O>[C:11]1([C:33]2[CH:38]=[CH:37][CH:36]=[CH:35][CH:34]=2)[CH:12]=[CH:13][C:14]([CH2:17][C@H:18]2[N:22](/[CH:23]=[CH:41]/[C:40]3[CH:42]=[CH:56][CH:55]=[CH:54][CH:39]=3)[C:47](=[O:50])[C:20](=[CH2:21])[CH2:19]2)=[CH:15][CH:16]=1 |f:0.1,5.6.7,9.10,11.12.13|. Procedure: Under N2, LHMDS (12.5 mL, 1.0 M in tetrahydrofuran, 12.5 mmol) is added to the mixture of (S)-2-Biphenyl-4-ylmethyl-5-oxo-pyrrolidine-1-carboxylic acid tert-butyl ester (3a, R1=t-butoxycarbonyl) (1.76 g, 5 mmol) in 15 mL dry tetrahydrofuran is added to the reaction mixture at −10° C., the resulting mixture is then stirred for 30 min at −10° C. Isobutyryl chloride (0.64 g, 6 mmol) is added to the reaction mixture at −10° C., after about 1 hour at −10° C., the reaction mixture is diluted with 10 m... Reactants: ClC1=C(C=CC(=C1)Cl)C=1N=C(N(C1)C1=CC=C(C=C1)N1S(N(C(C1)=O)COCC[Si](C)(C)C)(=O)=O)CC1=CC=C(C=C1)C1=CC=C(C=C1)N1CC(NCC1)=O (4-[4′-(4-(2,4-Dichloro-phenyl)-1-{-4-[1,1,4-trioxo-5-(2-trimethylsilanyl-ethoxymethyl)-[1,2,5]thiadiazolidin-2-yl]-phenyl}-1H-imidazol-2-ylmethyl)-biphenyl-4-yl]-piperazin-2-one), ICC (iodoethane). Yields the product ClC1=C(C=CC(=C1)Cl)C=1N=C(N(C1)C1=CC=C(C=C1)N1S(NC(C1)=O)(=O)=O)CC1=CC=C(C=C1)C1=CC=C(C=C1)N1CC(N(CC1)CC)=O (4-(4′-{4-(2,4-dichloro-phenyl)-1-[4-(1,1,4-trioxo-[1,2,5]thiadiazolidin-2-yl)-phenyl]-1H-imidazol-2-ylmethyl}-biphenyl-4-yl)-1-ethyl-piperazin-2-one). As a reaction SMILES: [Cl:1][C:2]1[CH:7]=[C:6]([Cl:8])[CH:5]=[CH:4][C:3]=1[C:9]1[N:10]=[C:11]([CH2:36][C:37]2[CH:42]=[CH:41][C:40]([C:43]3[CH:48]=[CH:47][C:46]([N:49]4[CH2:54][CH2:53][NH:52][C:51](=[O:55])[CH2:50]4)=[CH:45][CH:44]=3)=[CH:39][CH:38]=2)[N:12]([C:14]2[CH:19]=[CH:18][C:17]([N:20]3[CH2:24][C:23](=[O:25])[N:22](COCC[Si](C)(C)C)[S:21]3(=[O:35])=[O:34])=[CH:16][CH:15]=2)[CH:13]=1.I[CH2:57][CH3:58]>>[Cl:1][C:2]1[CH:7]=[C:6]([Cl:8])[CH:5]=[CH:4][C:3]=1[C:9]1[N:10]=[C:11]([CH2:36][C:37]2[CH:42]=[CH:41][C:40]([C:43]3[CH:48]=[CH:47][C:46]([N:49]4[CH2:54][CH2:53][N:52]([CH2:57][CH3:58])[C:51](=[O:55])[CH2:50]4)=[CH:45][CH:44]=3)=[CH:39][CH:38]=2)[N:12]([C:14]2[CH:19]=[CH:18][C:17]([N:20]3[CH2:24][C:23](=[O:25])[NH:22][S:21]3(=[O:34])=[O:35])=[CH:16][CH:15]=2)[CH:13]=1. Reported procedure: 4-[4′-(4-(2,4-Dichloro-phenyl)-1-{-4-[1,1,4-trioxo-5-(2-trimethylsilanyl-ethoxymethyl)-[1,2,5]thiadiazolidin-2-yl]-phenyl}-1H-imidazol-2-ylmethyl)-biphenyl-4-yl]-piperazin-2-one (17 mg, 0.02 mmol) was treated as described in general procedure L (using iodoethane) and general procedure W stepwise to give 4-(4′-{4-(2,4-dichloro-phenyl)-1-[4-(1,1,4-trioxo-[1,2,5]thiadiazolidin-2-yl)-phenyl]-1H-imidazol-2-ylmethyl}-biphenyl-4-yl)-1-ethyl-piperazin-2-one.